Task: describe an organic reaction: reactants, conditions, products, and yield. Dataset: the Open Reaction Database (ORD), a public repository of structured organic reaction records Reported procedure: A mixture of 9.5 g of 5,8-dihydro-5-ethyl-8-oxofuro-[3,2-b]-1,8-naphthyridine-2,7-dicarboxylic acid (Compound X where R1 =C2H5), 0.8 g of copper powder and 250 ml of diethyl phthalate was heated at 250° to 260° C. for 25 minutes. After cooling, the reaction mixture was separated by partitioning between chloroform and aqueous potassium carbonate solution. The aqueous layer which separated out was acidified with hydrochloric acid and extracted with chloroform. The extract was treated with charcoal... Reactants: C(C)N1C=C(C(C=2C=C3C(=NC12)C=C(O3)C(=O)O)=O)C(=O)O (5,8-dihydro-5-ethyl-8-oxofuro-[3,2-b]-1,8-naphthyridine-2,7-dicarboxylic acid). The yield is 51.7%. Solvent: C(C=1C(C(=O)OCC)=CC=CC1)(=O)OCC (diethyl phthalate). Reaction SMILES: [CH2:1]([N:3]1[C:12]2[N:11]=[C:10]3[CH:13]=[C:14](C(O)=O)[O:15][C:9]3=[CH:8][C:7]=2[C:6](=[O:19])[C:5]([C:20]([OH:22])=[O:21])=[CH:4]1)[CH3:2]>[Cu].C(OCC)(=O)C1C(=CC=CC=1)C(OCC)=O>[CH2:1]([N:3]1[C:12]2[N:11]=[C:10]3[CH:13]=[CH:14][O:15][C:9]3=[CH:8][C:7]=2[C:6](=[O:19])[C:5]([C:20]([OH:22])=[O:21])=[CH:4]1)[CH3:2]. The reagents and catalysts are [Cu] (copper). The product is C(C)N1C=C(C(C=2C=C3C(=NC12)C=CO3)=O)C(=O)O (5,8-dihydro-5-ethyl-8-oxofuro[3,2-b]-1,8-naphthyridine-7-carboxylic acid). Starting materials: ClCCl, CC(O)c1cc(F)c(F)cc1F, O, BrP(Br)Br. The product is CC(Br)c1cc(F)c(F)cc1F. RXN SMILES: [CH2:5]([Cl:6])[Cl:7].[F:8][c:9]1[c:10]([CH:17]([CH3:18])[OH:19])[cH:11][c:12]([F:16])[c:13]([F:15])[cH:14]1.[OH2:20].[P:1]([Br:2])([Br:3])[Br:4]>>[Br:2][CH:17]([c:10]1[c:9]([F:8])[cH:14][c:13]([F:15])[c:12]([F:16])[cH:11]1)[CH3:18]. The reactants are CC(C)(OC(=O)N[C@H](C(CN(C(=O)N1[C@H](C(=O)OCC2=CC=CC=C2)CCC1)C)=O)CC1=CC=CC=C1)C (1-[[[(S)-3-[[(1,1-dimethylethoxy)carbonyl]amino]-2-oxo-4-phenylbutyl]methylamino]carbonyl]-L-proline, phenylmethyl ester), Cl.C(C)(=O)OCC (hydrochloric acid ethyl acetate). Product: N[C@H](C(CN(C(=O)N1[C@H](C(=O)OCC2=CC=CC=C2)CCC1)C)=O)CC1=CC=CC=C1 (1-[[[(S)-3-amino-2-oxo-4-phenylbutyl]methylamino]carbonyl]-L-proline, phenylmethyl ester). Yield: 97.7%. RXN SMILES: CC(C)(OC([NH:7][C@@H:8]([CH2:31][C:32]1[CH:37]=[CH:36][CH:35]=[CH:34][CH:33]=1)[C:9](=[O:30])[CH2:10][N:11]([CH3:29])[C:12]([N:14]1[CH2:28][CH2:27][CH2:26][C@H:15]1[C:16]([O:18][CH2:19][C:20]1[CH:25]=[CH:24][CH:23]=[CH:22][CH:21]=1)=[O:17])=[O:13])=O)C.Cl.C(OCC)(=O)C>>[NH2:7][C@@H:8]([CH2:31][C:32]1[CH:37]=[CH:36][CH:35]=[CH:34][CH:33]=1)[C:9](=[O:30])[CH2:10][N:11]([CH3:29])[C:12]([N:14]1[CH2:28][CH2:27][CH2:26][C@H:15]1[C:16]([O:18][CH2:19][C:20]1[CH:21]=[CH:22][CH:23]=[CH:24][CH:25]=1)=[O:17])=[O:13] |f:1.2|. Reported procedure: A solution of 1-[[[(S)-3-[[(1,1-dimethylethoxy)carbonyl]amino]-2-oxo-4-phenylbutyl]methylamino]carbonyl]-L-proline, phenylmethyl ester (7.12 g., 13.6 mmole) is stirred in a saturated solution of hydrochloric acid/ethyl acetate for one hour. The resulting precipitate is collected and washed with ethyl acetate to give 5.63 g of 1-[[[(S)-3-amino-2-oxo-4-phenylbutyl]methylamino]carbonyl]-L-proline, phenylmethyl ester; m.p. 174°-175°; [α]D25 =+16.20°. TLC (silica gel; chloroform:methanol:acetic acid,... Reactants: solution, CO[Na] (MeONa), BrC=1C=CC(=C(C(=O)OC)C1)NC(CC1=NC=CC=C1)=O (methyl 5-bromo-2-[2-(pyridin-2-yl)acetamido]benzoate), Intermediate 61, Na. Run in CO (MeOH), CO (MeOH), O1CCCC1 (tetrahydrofuran). Reaction conditions: temperature 20 celsius, time 8 hour. Yields the product BrC=1C=C2C(C(C(NC2=CC1)=O)C1=NC=CC=C1)=O (6-Bromo-3-(pyridin-2-yl)-1,2,3,4-tetrahydroquinoline-2,4-dione). Reaction SMILES: [Br:1][C:2]1[CH:3]=[CH:4][C:5]([NH:12][C:13](=[O:21])[CH2:14][C:15]2[CH:20]=[CH:19][CH:18]=[CH:17][N:16]=2)=[C:6]([CH:11]=1)[C:7]([O:9]C)=O.CO[Na]>O1CCCC1.CO>[Br:1][C:2]1[CH:11]=[C:6]2[C:5](=[CH:4][CH:3]=1)[NH:12][C:13](=[O:21])[CH:14]([C:15]1[CH:20]=[CH:19][CH:18]=[CH:17][N:16]=1)[C:7]2=[O:9]. Reported procedure: Into a 250-mL round-bottom flask were placed a solution of methyl 5-bromo-2-[2-(pyridin-2-yl)acetamido]benzoate (3 g, 7.73 mmol, 1.00 equivalent, 90%, Intermediate 61, step a) in tetrahydrofuran (30 mL). A 2.38 M solution of MeONa in MeOH (freshly prepared from dissolving 2.74 g of Na in 50 mL of anhydrous MeOH solution, 11.7 mL, 27.85 mmol, 4.00 equivalents) was then added. The resulting solution was stirred overnight at 20° C., and the precipitate was collected by filtration to give the title ... Starting materials: FC1=NC=CC=C1B(O)O (2-fluoropyridin-3-ylboronic acid), P(=O)([O-])([O-])[O-].[K+].[K+].[K+] (potassium phosphate), BrC=1C=C2C(=CC1)OC=1C=NC(=CC1[C@]21COCC(=N1)N)OC(F)F ((S)-7-bromo-3-(difluoromethoxy)-2′,6′-dihydrospiro[chromeno[2,3-c]pyridine-5,3′-[1,4]oxazin]-5′-amine). The reagents and catalysts are CC(C)(C)P(C1=CC=C(C=C1)N(C)C)C(C)(C)C.CC(C)(C)P(C1=CC=C(C=C1)N(C)C)C(C)(C)C.Cl[Pd]Cl (bis(di-tert-butyl(4-dimethylaminophenyl)phosphine)dichloropalladium(II)). Run at temperature 100 celsius. The product is FC(OC1=CC2=C(C=N1)OC1=CC=C(C=C1[C@@]21COCC(=N1)N)C=1C(=NC=CC1)F)F ((S)-3-(difluoromethoxy)-7-(2-fluoropyridin-3-yl)-2′,6′-dihydrospiro[chromeno[2,3-c]pyridine-5,3′-[1,4]oxazin]-5′-amine). Isolated yield 72.1%. RXN SMILES: Br[C:2]1[CH:3]=[C:4]2[C@:15]3([N:20]=[C:19]([NH2:21])[CH2:18][O:17][CH2:16]3)[C:14]3[CH:13]=[C:12]([O:22][CH:23]([F:25])[F:24])[N:11]=[CH:10][C:9]=3[O:8][C:5]2=[CH:6][CH:7]=1.[F:26][C:27]1[C:32](B(O)O)=[CH:31][CH:30]=[CH:29][N:28]=1.P([O-])([O-])([O-])=O.[K+].[K+].[K+]>CC(P(C(C)(C)C)C1C=CC(N(C)C)=CC=1)(C)C.CC(P(C(C)(C)C)C1C=CC(N(C)C)=CC=1)(C)C.Cl[Pd]Cl>[F:24][CH:23]([F:25])[O:22][C:12]1[N:11]=[CH:10][C:9]2[O:8][C:5]3[C:4]([C@:15]4([N:20]=[C:19]([NH2:21])[CH2:18][O:17][CH2:16]4)[C:14]=2[CH:13]=1)=[CH:3][C:2]([C:32]1[C:27]([F:26])=[N:28][CH:29]=[CH:30][CH:31]=1)=[CH:7][CH:6]=3 |f:2.3.4.5,6.7.8|. Procedure details: A microwave vial was charged with (S)-7-bromo-3-(difluoromethoxy)-2′,6′-dihydrospiro[chromeno[2,3-c]pyridine-5,3′-[1,4]oxazin]-5′-amine (0.056 g, 0.136 mmol). 2-fluoropyridin-3-ylboronic acid (0.038 g, 0.272 mmol), potassium phosphate (0.087 g, 0.408 mmol), and bis(di-tert-butyl(4-dimethylaminophenyl)phosphine)dichloropalladium(II) (4.81 mg, 6.79 μmol) were added. The vial was flushed with Ar (g), then dioxane (0.509 mL) and water (0.170 mL) were added in sequence. The vial was sealed and heated... The reactants are COC(N(C)C)OC (N,N-Dimethylformamide dimethyl acetal), OCC1=CC2=C(C=N1)C=C(O2)S(N)(=O)=O (6-hydroxymethyl-2-sulfamoylfuro[3,2-c]pyridine). Solvent: C(Cl)(Cl)Cl (CHCl3), C(C)#N (acetonitrile). Run at time 40 hour. Yields the product CN(C=NS(=O)(=O)C1=CC=2C=NC(=CC2O1)CO)C (N,N-Dimethyl-N'-[6-(hydroxymethyl)furo[3,2-c]pyridine-2-sulfonyl]formamidine). Isolated yield 48.5%. Reaction SMILES: CO[CH:3](OC)[N:4]([CH3:6])[CH3:5].[OH:9][CH2:10][C:11]1[N:16]=[CH:15][C:14]2[CH:17]=[C:18]([S:20](=[O:23])(=[O:22])[NH2:21])[O:19][C:13]=2[CH:12]=1>C(#N)C.C(Cl)(Cl)Cl>[CH3:6][N:4]([CH3:5])[CH:3]=[N:21][S:20]([C:18]1[O:19][C:13]2[CH:12]=[C:11]([CH2:10][OH:9])[N:16]=[CH:15][C:14]=2[CH:17]=1)(=[O:22])=[O:23]. Procedure: N,N-Dimethylformamide dimethyl acetal (1.0 ml, 0.007 mole) was added dropwise (10 minutes) to a suspension of 6-hydroxymethyl-2-sulfamoylfuro[3,2-c]pyridine (1.33 g, 0.005% mole) in acetonitrile (25 ml). The mixture was stirred at room temperature under N2 for 40 hours. The reaction mixture was diluted with CHCl3 and washed with water. The organic phase was separated, dried (Na2SO4) and filtered through charcoal. The filtrate was concentrated to dryness and the residue recrystallized from ethyl ... Reactants: C(#N)C1=C(C=CC(=C1)C)C1=CC(=CC(=C1)O)C(=O)OC (methyl 2′-cyano-5-hydroxy-4′-methylbiphenyl-3-carboxylate), C([O-])([O-])=O.[K+].[K+] (potassium carbonate), CS(=O)C (DMSO), C12CN(CC2O1)C(=O)OC(C)(C)C (tert-butyl 6-oxa-3-aza-bicyclo[3.1.0]hexane-3-carboxylate). The solvent is CCOC(=O)C (EtOAc). Conditions: temperature 135 celsius. Yields the product C(#N)C1=C(C=CC(=C1)C)C1=CC(=CC(=C1)C(=O)OC)OC1CN(CC1O)C(=O)OC(C)(C)C (tert-Butyl 3-(2′-cyano-5-(methoxycarbonyl)-4′-methylbiphenyl-3-yloxy)-4-hydroxypyrrolidine-1-carboxylate). RXN SMILES: [C:1]([C:3]1[CH:8]=[C:7]([CH3:9])[CH:6]=[CH:5][C:4]=1[C:10]1[CH:15]=[C:14]([OH:16])[CH:13]=[C:12]([C:17]([O:19][CH3:20])=[O:18])[CH:11]=1)#[N:2].C(=O)([O-])[O-].[K+].[K+].CS(C)=O.[CH:31]12[O:36][CH:35]1[CH2:34][N:33]([C:37]([O:39][C:40]([CH3:43])([CH3:42])[CH3:41])=[O:38])[CH2:32]2>CCOC(C)=O>[C:1]([C:3]1[CH:8]=[C:7]([CH3:9])[CH:6]=[CH:5][C:4]=1[C:10]1[CH:11]=[C:12]([C:17]([O:19][CH3:20])=[O:18])[CH:13]=[C:14]([O:16][CH:35]2[CH:31]([OH:36])[CH2:32][N:33]([C:37]([O:39][C:40]([CH3:43])([CH3:42])[CH3:41])=[O:38])[CH2:34]2)[CH:15]=1)#[N:2] |f:1.2.3|. Procedure details: A stirred mixture of methyl 2′-cyano-5-hydroxy-4′-methylbiphenyl-3-carboxylate (300 mg, 1.1 mol), potassium carbonate (320 mg, 2.4 mmol), DMSO (8 mL), and tert-butyl 6-oxa-3-aza-bicyclo[3.1.0]hexane-3-carboxylate (2.4 mmol) (J. Am. Chem. Soc. 2008, 130, 3900) was heated at 135° C. overnight. After cooling, the reaction mixture was diluted with EtOAc. The organic phase was washed with aq. NaHCO3 (sat.), dried over anhydrous MgSO4, filtered, and concentrated. The residue was purified by flash chro... Starting materials: solution, N1=CC=CC=C1 (pyridine), C1=CC(=CC=C1C(=O)C2=CC=C(C=C2)F)F (p,p′-difluorobenzophenone), C(CC(=O)[O-])(=O)[O-] (malonate). The reagents and catalysts are Cl[Ti](Cl)(Cl)Cl (TiCl4). Run in ClCCl (dichloromethane), C1CCOC1 (THF), C1CCOC1 (THF), C1CCOC1 (THF). Run at temperature 0 celsius, time 40 minute. Product: C(CC(=O)OCC)(=O)OCC (diethyl malonate). Reaction SMILES: [CH:1]1C(C(C2C=CC(F)=CC=2)=O)=CC=C(F)[CH:2]=1.[C:17]([O-:23])(=[O:22])[CH2:18][C:19]([O-:21])=[O:20].N1C=CC=[CH:26][CH:25]=1>ClCCl.C1COCC1.Cl[Ti](Cl)(Cl)Cl>[C:17]([O:23][CH2:25][CH3:26])(=[O:22])[CH2:18][C:19]([O:21][CH2:1][CH3:2])=[O:20]. Procedure details: To THF (80 ml) were added sequentially, a 1.0 M solution of TiCl4 in dichloromethane (80 ml), p,p′-difluorobenzophenone (8.73 g) and diethtyl malonate (6.4 g) in THF 20 ml. After stirring at 0° C. for 40 min, a solution of pyridine (12.8 ml) in THF (28 ml) was added dropwise. The ensuing mixture was stirred for 4 days. The reaction was quenched with water and diethyl ether. The aqueous phase was separated and extracted twice more with diethyl ether. The combined organic phases were washed with b...